This data is from the Open Reaction Database (ORD), a public repository of structured organic reaction records. The task is: describe an organic reaction: reactants, conditions, products, and yield The reactants are CC1=C(N)C=C(C=C1)OC (2-methyl-5-methoxyaniline), C(C)(C)N(CC)C(C)C (diisopropylethylamine), Cl (hydrochloric acid), ClCC(=O)Cl (chloroacetyl chloride). Run in O1CCCC1 (tetrahydrofuran). Run at time 27 hour. Product: ClCC(=O)NC1=C(C=CC(=C1)OC)C (2-Chloro-N-(5-methoxy-2-methylphenyl)-acetamide). RXN SMILES: [CH3:1][C:2]1[CH:8]=[CH:7][C:6]([O:9][CH3:10])=[CH:5][C:3]=1[NH2:4].C(N(C(C)C)CC)(C)C.[Cl:20][CH2:21][C:22](Cl)=[O:23].Cl>O1CCCC1>[Cl:20][CH2:21][C:22]([NH:4][C:3]1[CH:5]=[C:6]([O:9][CH3:10])[CH:7]=[CH:8][C:2]=1[CH3:1])=[O:23]. Reported procedure: To a solution of 2-methyl-5-methoxyaniline (4.7 g) in tetrahydrofuran (50 ml), under nitrogen, was added diisopropylethylamine (12.6 ml) followed by dropwise addition of chloroacetyl chloride (2.7 ml) and the mixture stirred under nitrogen for 27 hours. The solution was poured into 2M aqueous hydrochloric acid (150 ml), extracted into diethyl ether (3×150 ml), washed with brine, dried (MgSO4), and concentrated to give the sub-title compound as a brown oil (5.15 g).